Task: describe an organic reaction: reactants, conditions, products, and yield. Dataset: the Open Reaction Database (ORD), a public repository of structured organic reaction records The reactants are BrC1=CC=C(C=C1)[C@@H]1[C@@H](C1)C(=O)N1C=NC=C1 ((cis)-1-{[2-(4-bromophenyl)cyclopropyl]carbonyl}-1H-imidazole), C[C@H]1NC(O[C@H]1C1=CC=CC=C1)=O ((4R, 5S)-(+)-4-methyl-5-phenyl-2-oxazolidinone), C1CCC2=NCCCN2CC1 (DBU). Run in CC#N (CH3CN). Yields the product BrC1=CC=C(C=C1)C1C(C1)C(=O)N1C(O[C@@H]([C@@H]1C)C1=CC=CC=C1)=O ((cis)-3-{[2-(4-Bromophenyl)cyclopropyl]carbonyl}-4-methyl-5-phenyl-1,3-oxazolidin-2-one). Reaction SMILES: [Br:1][C:2]1[CH:7]=[CH:6][C:5]([C@H:8]2[CH2:10][C@H:9]2[C:11](N2C=CN=C2)=[O:12])=[CH:4][CH:3]=1.[CH3:18][C@@H:19]1[C@H:23]([C:24]2[CH:29]=[CH:28][CH:27]=[CH:26][CH:25]=2)[O:22][C:21](=[O:30])[NH:20]1.C1CCN2C(=NCCC2)CC1>CC#N>[Br:1][C:2]1[CH:3]=[CH:4][C:5]([CH:8]2[CH2:10][CH:9]2[C:11]([N:20]2[C@@H:19]([CH3:18])[C@@H:23]([C:24]3[CH:29]=[CH:28][CH:27]=[CH:26][CH:25]=3)[O:22][C:21]2=[O:30])=[O:12])=[CH:6][CH:7]=1. Procedure: A mixture of (cis)-1-{[2-(4-bromophenyl)cyclopropyl]carbonyl}-1H-imidazole (1 eq) from Step 1, (4R, 5S)-(+)-4-methyl-5-phenyl-2-oxazolidinone (1.2 eq) or (−)-isomer and DBU (added at 0° C., 1.2 eq) in CH3CN (0.2M) was stirred at 0° C. for 4 h. The solvent evaporated and residue purified by flash chromatography (Hexane:EtOAc; 100:0 to 80:20) to afford each diastereoisomer. The reactants are O=C1NC2=C(OC1)N=C(C(=C2)C2=CC=CC=C2)C2=CC=C(C=C2)C2(CCC2)NC(OC(C)(C)C)=O (tert-butyl 1-(4-(2-oxo-7-phenyl-2,3-dihydro-1H-pyrido[2,3-b][1,4]oxazin-6-yl)phenyl)cyclobutylcarbamate), C([O-])([O-])=O.[K+].[K+] (potassium carbonate), BrC1CCCC1 (bromocyclopentane). Solvent: CN(C=O)C (N,N-dimethylformamide), C([O-])(O)=O.[Na+] (sodium bicarbonate). Reaction conditions: temperature 80 celsius, time 1 hour. The product is C1(CCCC1)N1C2=C(OCC1=O)N=C(C(=C2)C2=CC=CC=C2)C2=CC=C(C=C2)C2(CCC2)NC(OC(C)(C)C)=O (tert-butyl 1-(4-(1-cyclopentyl-2-oxo-7-phenyl-2,3-dihydro-1H-pyrido[2,3-b][1,4]oxazin-6-yl)phenyl)cyclobutylcarbamate). Isolated yield 21.0%. Reaction SMILES: [O:1]=[C:2]1[CH2:7][O:6][C:5]2[N:8]=[C:9]([C:18]3[CH:23]=[CH:22][C:21]([C:24]4([NH:28][C:29](=[O:35])[O:30][C:31]([CH3:34])([CH3:33])[CH3:32])[CH2:27][CH2:26][CH2:25]4)=[CH:20][CH:19]=3)[C:10]([C:12]3[CH:17]=[CH:16][CH:15]=[CH:14][CH:13]=3)=[CH:11][C:4]=2[NH:3]1.C(=O)([O-])[O-].[K+].[K+].Br[CH:43]1[CH2:47][CH2:46][CH2:45][CH2:44]1>CN(C)C=O.C(=O)(O)[O-].[Na+]>[CH:43]1([N:3]2[C:2](=[O:1])[CH2:7][O:6][C:5]3[N:8]=[C:9]([C:18]4[CH:23]=[CH:22][C:21]([C:24]5([NH:28][C:29](=[O:35])[O:30][C:31]([CH3:32])([CH3:34])[CH3:33])[CH2:25][CH2:26][CH2:27]5)=[CH:20][CH:19]=4)[C:10]([C:12]4[CH:13]=[CH:14][CH:15]=[CH:16][CH:17]=4)=[CH:11][C:4]2=3)[CH2:47][CH2:46][CH2:45][CH2:44]1 |f:1.2.3,6.7|. Procedure: In a 15 mL reaction tube was added tert-butyl 1-(4-(2-oxo-7-phenyl-2,3-dihydro-1H-pyrido[2,3-b][1,4]oxazin-6-yl)phenyl)cyclobutylcarbamate (50 mg, 0.106 mmol), potassium carbonate (44 mg, 0.318 mmol) and bromocyclopentane (0.034 mL, 0.318 mmol) in anhydrous N,N-dimethylformamide (1 mL) to give an orange suspension. The reaction mixture was stirred at 80° C. for one hour. The reaction mixture was allowed to cool to room temperature, diluted with saturated sodium bicarbonate solution (5 mL) and ex... Starting materials: C(=O)O (formic acid), C(=O)N (formamide), NC=1NC(=CC1C(=O)OCC)C1=CC=C(C=C1)OCC1=CC=CC=C1 (ethyl 2-amino-5-(4-benzyloxyphenyl)-1H-pyrrole-3-carboxylate). The solvent is CN(C=O)C (dimethylformamide). Reaction conditions: temperature 140 celsius, time 48 hour. Product: C(C1=CC=CC=C1)OC1=CC=C(C=C1)C1=CC2=C(N=CN=C2O)N1 (6-(4-Benzyloxyphenyl)-7H-pyrrolo[2,3-d]pyrimidin-4-ol). As a reaction SMILES: C(O)=O.[CH:4]([NH2:6])=O.[NH2:7][C:8]1[NH:9][C:10]([C:18]2[CH:23]=[CH:22][C:21]([O:24][CH2:25][C:26]3[CH:31]=[CH:30][CH:29]=[CH:28][CH:27]=3)=[CH:20][CH:19]=2)=[CH:11][C:12]=1[C:13](OCC)=[O:14]>CN(C)C=O>[CH2:25]([O:24][C:21]1[CH:22]=[CH:23][C:18]([C:10]2[NH:9][C:8]3[N:7]=[CH:4][N:6]=[C:13]([OH:14])[C:12]=3[CH:11]=2)=[CH:19][CH:20]=1)[C:26]1[CH:31]=[CH:30][CH:29]=[CH:28][CH:27]=1. Reported procedure: After adding 84 ml of formic acid, 338 ml of formamide and 169 ml of dimethylformamide to 56.7 g of the ethyl 2-amino-5-(4-benzyloxyphenyl)-1H-pyrrole-3-carboxylate synthesized in Production Example 153-1, the mixture was stirred at 140° C. for 48 hours and then allowed to stand at room temperature for 24 hours. The precipitated solid was filtered out and dried under reduced pressure to obtain 41 g of the title compound. Procedure details: To a 0° C. solution of 35 mg (0.15 mmol) (3,4-dimethyl-phenyl)-[2-(5-methyl-pyridin-2-yl)-ethyl]-amine and 40.4 mg (0.16 mmol) Boc-L-alpha-phenylglycine in 540 uL dichloromethane under argon, was added 31.4 mg (0.16 mmol) 1-(3-dimethylaminopropyl)-3-ethylcarbodiimide hydrochloride. The mixture was stirred at 0° C. for 3 hours then at ambient temperature overnight. The solution was washed once with a sat. NaHCO3 solution (3 mL) and once with water (3 mL). The combined extracts were dried over Na2... The yield is 73.2%. Run in ClCCl (dichloromethane). The product is C(C)(C)(C)OC(N[C@@H](C1=CC=CC=C1)C(N(CCC1=NC=C(C=C1)C)C1=CC(=C(C=C1)C)C)=O)=O (((S)-{(3,4-Dimethyl-phenyl)-[2-(5-methyl-pyridin-2-yl)-ethyl]-carbamoyl}-phenyl-methyl)-carbamic acid tert-butyl ester). RXN SMILES: [CH3:1][C:2]1[CH:3]=[C:4]([NH:9][CH2:10][CH2:11][C:12]2[CH:17]=[CH:16][C:15]([CH3:18])=[CH:14][N:13]=2)[CH:5]=[CH:6][C:7]=1[CH3:8].[CH3:19][C:20]([O:23][C:24]([NH:26][C@H:27]([C:34](O)=[O:35])[C:28]1[CH:33]=[CH:32][CH:31]=[CH:30][CH:29]=1)=[O:25])([CH3:22])[CH3:21].Cl.CN(C)CCCN=C=NCC>ClCCl>[C:20]([O:23][C:24](=[O:25])[NH:26][C@H:27]([C:34](=[O:35])[N:9]([C:4]1[CH:5]=[CH:6][C:7]([CH3:8])=[C:2]([CH3:1])[CH:3]=1)[CH2:10][CH2:11][C:12]1[CH:17]=[CH:16][C:15]([CH3:18])=[CH:14][N:13]=1)[C:28]1[CH:33]=[CH:32][CH:31]=[CH:30][CH:29]=1)([CH3:22])([CH3:19])[CH3:21] |f:2.3|. Conditions: temperature 0 celsius, time 3 hour. Reactants: CC=1C=C(C=CC1C)NCCC1=NC=C(C=C1)C ((3,4-dimethyl-phenyl)-[2-(5-methyl-pyridin-2-yl)-ethyl]-amine), CC(C)(C)OC(=O)N[C@@H](C1=CC=CC=C1)C(=O)O (Boc-L-alpha-phenylglycine), Cl.CN(CCCN=C=NCC)C (1-(3-dimethylaminopropyl)-3-ethylcarbodiimide hydrochloride). The reactants are COc1cc(Br)c2c(c1)N(c1c(Cl)cccc1Cl)C(=O)CC2, O=C([O-])[O-], COc1cc(-c2ccc(F)cc2F)c2c(c1)N(c1c(Cl)cccc1Cl)C(=O)CC2, [H-], [K+], [K+], [Na+], CN(C)C=O. Reaction SMILES: [Br:1][c:2]1[cH:3][c:4]([O:5][CH3:6])[cH:7][c:8]2[c:9]1[CH2:10][CH2:11][C:12](=[O:13])[N:14]2[c:15]1[c:16]([Cl:17])[cH:18][cH:19][cH:20][c:21]1[Cl:22].[C:54](=[O:55])([O-:56])[O-:57].[Cl:25][c:26]1[c:27]([N:33]2[C:34](=[O:53])[CH2:35][CH2:36][c:37]3[c:38](-[c:45]4[c:46]([F:52])[cH:47][c:48]([F:51])[cH:49][cH:50]4)[cH:39][c:40]([O:43][CH3:44])[cH:41][c:42]32)[c:28]([Cl:32])[cH:29][cH:30][cH:31]1.[H-:23].[K+:58].[K+:59].[Na+:24].[O:60]=[CH:61][N:62]([CH3:63])[CH3:64]>>[Cl:25][c:26]1[c:27]([N:33]2[C:34](=[O:53])[CH2:35][CH2:36][c:37]3[c:38](-[c:45]4[c:46]([F:52])[cH:47][c:48]([F:51])[cH:49][cH:50]4)[cH:39][c:40]([OH:43])[cH:41][c:42]32)[c:28]([Cl:32])[cH:29][cH:30][cH:31]1. Product: O=C1CCc2c(-c3ccc(F)cc3F)cc(O)cc2N1c1c(Cl)cccc1Cl.